From a dataset of the Open Reaction Database (ORD), a public repository of structured organic reaction records. describe an organic reaction: reactants, conditions, products, and yield Reactants: [H-].[Na+] (Sodium hydride), OC1=CC=C(C=O)C=C1 (4-hydroxybenzaldehyde), BrCCCC(C(=O)OC)(C)C (Methyl 5-bromo-2,2-dimethylpentanoate). Solvent: CN(C=O)C (dimethylformamide). Conditions: temperature 65 celsius, time 45 minute. The product is C(=O)C1=CC=C(OCCCC(C(=O)OC)(C)C)C=C1 (methyl 5-[4-formylphenoxy)-2,2-dimethyl-pentanoate). As a reaction SMILES: [OH:1][C:2]1[CH:9]=[CH:8][C:5]([CH:6]=[O:7])=[CH:4][CH:3]=1.[H-].[Na+].Br[CH2:13][CH2:14][CH2:15][C:16]([CH3:22])([CH3:21])[C:17]([O:19][CH3:20])=[O:18]>CN(C)C=O>[CH:6]([C:5]1[CH:8]=[CH:9][C:2]([O:1][CH2:13][CH2:14][CH2:15][C:16]([CH3:22])([CH3:21])[C:17]([O:19][CH3:20])=[O:18])=[CH:3][CH:4]=1)=[O:7] |f:1.2|. Procedure: A solution of 48.9 g (0.4 mol) of 4-hydroxybenzaldehyde in 600 ml of dimethylformamide was stirred under a nitrogen atmosphere. Sodium hydride (31.2 g; 0.44 mol) was added to the stirring solution over 45 minutes. The temperature of the reaction mixture was maintained at 35°-40° during the addition, and stirring was continued for an additional 45 minutes at room temperature. Methyl 5-bromo-2,2-dimethylpentanoate (98.1 g; 0.44 mol), was added dropwise over 20 minutes. The reaction temperature was...